From a dataset of the Open Reaction Database (ORD), a public repository of structured organic reaction records. describe an organic reaction: reactants, conditions, products, and yield The reactants are C1(=CC=CC=C1)S(=O)(=O)C1=CC(=C(C=C1)NC)[N+](=O)[O-] ((4-benzenesulphonyl-2-nitro-phenyl)-methyl-amine). Reagents/catalysts: [Pd].[H][H] (palladium on activated charcoal hydrogen). Solvent: C(Cl)Cl.CO (methylene chloride methanol). Product: C1(=CC=CC=C1)S(=O)(=O)C1=CC(=C(C=C1)NC)N ((4-benzenesulphonyl-2-amino-phenyl)-N-methylamine). As a reaction SMILES: [C:1]1([S:7]([C:10]2[CH:15]=[CH:14][C:13]([NH:16][CH3:17])=[C:12]([N+:18]([O-])=O)[CH:11]=2)(=[O:9])=[O:8])[CH:6]=[CH:5][CH:4]=[CH:3][CH:2]=1>C(Cl)Cl.CO.[Pd].[H][H]>[C:1]1([S:7]([C:10]2[CH:15]=[CH:14][C:13]([NH:16][CH3:17])=[C:12]([NH2:18])[CH:11]=2)(=[O:9])=[O:8])[CH:2]=[CH:3][CH:4]=[CH:5][CH:6]=1 |f:1.2,3.4|. Procedure details: Prepared analogously to Example 1c from (4-benzenesulphonyl-2-nitro-phenyl)-methyl-amine and palladium on activated charcoal/hydrogen in methylene chloride/methanol. Reactants: CC(C)(C)c1ccc(-c2cc(Cl)ncn2)cc1, [H-], [Na+], CN(C)C=O, Oc1ccc2cccnc2c1. The product is CC(C)(C)c1ccc(-c2cc(Oc3ccc4cccnc4c3)ncn2)cc1. Reaction SMILES: [C:1]([CH3:2])([CH3:3])([CH3:4])[c:5]1[cH:6][cH:7][c:8](-[c:11]2[n:12][cH:13][n:14][c:15]([Cl:17])[cH:16]2)[cH:9][cH:10]1.[H-:30].[Na+:29].[O:31]=[CH:32][N:33]([CH3:34])[CH3:35].[OH:18][c:19]1[cH:20][cH:21][c:22]2[cH:23][cH:24][cH:25][n:26][c:27]2[cH:28]1>>[C:1]([CH3:2])([CH3:3])([CH3:4])[c:5]1[cH:6][cH:7][c:8](-[c:11]2[n:12][cH:13][n:14][c:15]([O:18][c:19]3[cH:20][cH:21][c:22]4[cH:23][cH:24][cH:25][n:26][c:27]4[cH:28]3)[cH:16]2)[cH:9][cH:10]1.